This data is from the Open Reaction Database (ORD), a public repository of structured organic reaction records. The task is: describe an organic reaction: reactants, conditions, products, and yield The reactants are CS(=O)(=O)Cl, ClCCl, Nc1ccc2sc(SCC(=O)N3CCCc4ccccc43)nc2c1, c1ccncc1. The product is CS(=O)(=O)Nc1ccc2sc(SCC(=O)N3CCCc4ccccc43)nc2c1. Reaction SMILES: [CH3:25][S:26]([Cl:27])(=[O:28])=[O:29].[Cl:36][CH2:37][Cl:38].[NH2:1][c:2]1[cH:3][cH:4][c:5]2[c:6]([n:7][c:8]([S:10][CH2:11][C:12](=[O:13])[N:14]3[CH2:15][CH2:16][CH2:17][c:18]4[cH:19][cH:20][cH:21][cH:22][c:23]43)[s:9]2)[cH:24]1.[cH:30]1[cH:31][cH:32][n:33][cH:34][cH:35]1>>[NH:1]([c:2]1[cH:3][cH:4][c:5]2[c:6]([n:7][c:8]([S:10][CH2:11][C:12](=[O:13])[N:14]3[CH2:15][CH2:16][CH2:17][c:18]4[cH:19][cH:20][cH:21][cH:22][c:23]43)[s:9]2)[cH:24]1)[S:26]([CH3:25])(=[O:28])=[O:29]. Starting materials: C1(C=2C(C(=O)O1)=CC=CC2)=O (phthalic anhydride), C(C)(C)(C)N(C=1C=C2C(C(=O)OC2=O)=CC1)C(C)(C)C (p-di-t-butylamino phthalic anhydride), C(CC)C1=C2C(C(=O)OC2=O)=CC(=C1)C (3-propyl-5-methylphthalic anhydride). The product is C(C)N1C(=CC2=CC=C3C(=C12)C=CC=C3)C (1-ethyl-2-methyl-1H-benz[g]indole). Reaction SMILES: [C:1]1(=O)O[C:4](=O)[C:3]2=[CH:7][CH:8]=[CH:9][CH:10]=[C:2]12.[C:12]([N:16](C(C)(C)C)[C:17]1[CH:18]=C2C(=O)OC(=O)[C:20]2=[CH:26][CH:27]=1)(C)(C)[CH3:13].C(C1C=C(C)C=C2C(OC(=O)C=12)=O)CC>>[CH2:12]([N:16]1[C:4]2[C:26](=[CH:20][CH:1]=[C:2]3[CH:10]=[CH:9][CH:8]=[CH:7][C:3]3=2)[CH:27]=[C:17]1[CH3:18])[CH3:13]. Procedure: Also used as (I) are p-di-t-butylamino phthalic anhydride, p-dihexylaminophthalic anhyride, 3-propyl-5-methylphthalic anhydride, and the like. Starting materials: Grignard reagent, BrC1=CC=C(C=C1)P(C1=CC=CC=C1)C1=CC=CC=C1 (4-bromophenyl diphenylphosphine), [Mg] (magnesium), [Si](OCC)(OCC)(OCC)OCC (tetraethyl orthosilicate). The solvent is O1CCCC1 (tetrahydrofuran). Reaction conditions: temperature 55 celsius. Product: C(C)O[Si](C1=CC=C(C=C1)P(C1=CC=CC=C1)C1=CC=CC=C1)(OCC)OCC (4-(Triethoxysilyl)phenyl Diphenylphosphine). Isolated yield 63.6%. RXN SMILES: Br[C:2]1[CH:7]=[CH:6][C:5]([P:8]([C:15]2[CH:20]=[CH:19][CH:18]=[CH:17][CH:16]=2)[C:9]2[CH:14]=[CH:13][CH:12]=[CH:11][CH:10]=2)=[CH:4][CH:3]=1.[Mg].[Si:22](OCC)([O:29][CH2:30][CH3:31])([O:26][CH2:27][CH3:28])[O:23][CH2:24][CH3:25]>O1CCCC1>[CH2:24]([O:23][Si:22]([O:29][CH2:30][CH3:31])([O:26][CH2:27][CH3:28])[C:2]1[CH:7]=[CH:6][C:5]([P:8]([C:15]2[CH:20]=[CH:19][CH:18]=[CH:17][CH:16]=2)[C:9]2[CH:14]=[CH:13][CH:12]=[CH:11][CH:10]=2)=[CH:4][CH:3]=1)[CH3:25]. Procedure details: To a Grignard reagent solution prepared from 4-bromophenyl diphenylphosphine (36 g, 0.1 mol) and magnesium (2.43 g, 0.10 g atom) in 130 ml of dry tetrahydrofuran, tetraethyl orthosilicate (54 g, 0.21 mol) is added and the solution heated at 55° C for 4 hours. The solvent is removed in vacuum leaving 27 grams of clear liquid, analyzing 50 percent product by gas-liquid chromatography. A sample separated by this means gave a H'NMR, delta (C6D6): 8.84 (t, 9H); 3.74 (q, 6H); 6.90-7.90 (m, 14H), consi... As a reaction SMILES: [CH3:15][CH2:16][O:17][C:18](=[O:19])[CH3:20].[CH3:1][O:2][C:3]([c:4]1[c:5]([NH2:13])[c:6]([N+:10]([O-:11])=[O:12])[cH:7][cH:8][cH:9]1)=[O:14].[CH3:21][OH:22]>>[CH3:1][O:2][C:3]([c:4]1[c:5]([NH2:13])[c:6]([NH2:10])[cH:7][cH:8][cH:9]1)=[O:14]. The product is COC(=O)c1cccc(N)c1N. Reactants: CCOC(C)=O, COC(=O)c1cccc([N+](=O)[O-])c1N, CO. Starting materials: ClCC1=CC=CC2=CC=CC=C12 (Chloromethylnaphthalene), [H-].[Na+] (Sodium hydride), C(O)CN (ethanolamine). Run in O1CCCC1 (tetrahydrofuran). Yields the product N (ammonia), C1(=CC=CC2=CC=CC=C12)COCCN (2-(Naphthalen-1-ylmethoxy)-ethylamine). The yield is 71547.7%. Reaction SMILES: [H-].[Na+].[CH2:3]([CH2:5][NH2:6])[OH:4].Cl[CH2:8][C:9]1[C:18]2[C:13](=[CH:14][CH:15]=[CH:16][CH:17]=2)[CH:12]=[CH:11][CH:10]=1>O1CCCC1>[NH3:6].[C:9]1([CH2:8][O:4][CH2:3][CH2:5][NH2:6])[C:18]2[C:13](=[CH:14][CH:15]=[CH:16][CH:17]=2)[CH:12]=[CH:11][CH:10]=1 |f:0.1|. Reported procedure: Sodium hydride (1.00 g, 0.025 mmol) was added portionwise to a cooled (0° C.) solution of ethanolamine (1.51 ml, 0.025 mmol) in tetrahydrofuran (25 ml). The reaction mixture was then heated to reflux for 30 minutes. Chloromethylnaphthalene (3.4 ml, 0.0225 mmol) was added and the reaction mixture heated at reflux for a further 3 hours. The reaction mixture was cooled to room temperature and the solvent removed in vacuo. The residue was partitioned between dichloromethane (50 ml) and 1 N aqueous s...